From a dataset of the Open Reaction Database (ORD), a public repository of structured organic reaction records. describe an organic reaction: reactants, conditions, products, and yield The reactants are Cl (hydrochloric acid), [Li] (Lithium), N (ammonia), COC1=C(C=C(C=C1)OC)CC(=O)O ((2,5-dimethoxyphenyl) acetic acid), C(C)(C)(C)O (t-butanol), liquid, N (ammonia), resultant mixture, [Cl-].[NH4+] (ammonium chloride). Solvent: O1CCCC1 (tetrahydrofuran). Reaction conditions: time 4 hour. Product: O=C1C(CC(CC1)=O)CC(=O)O ((2,5-Dioxocyclohexyl)acetic acid). RXN SMILES: C[O:2][C:3]1[CH:8]=[CH:7][C:6]([O:9]C)=[CH:5][C:4]=1[CH2:11][C:12]([OH:14])=[O:13].C(O)(C)(C)C.N.[Li].[Cl-].[NH4+].Cl>O1CCCC1>[O:2]=[C:3]1[CH2:8][CH2:7][C:6](=[O:9])[CH2:5][CH:4]1[CH2:11][C:12]([OH:14])=[O:13] |f:4.5,^1:20|. Reported procedure: A solution of 3.6 g (20 mmol) of (2,5-dimethoxyphenyl) acetic acid, 30 g (0.4 mole) of anhydrous t-butanol, and 40 ml of anhydrous tetrahydrofuran (THF) was added to 200 ml of liquid ammonia at -78° C. via cannula. Lithium wire (1.5 g, 0.21 mol) was cut into small pieces, washed briefly with isopropylalcohol and hexane, and then added to the above mixture piece by piece. The resulting reaction mixture turned a dark blue-gray color. After 4 hours, the blue color faded to gray, some excess ammoniu... RXN SMILES: [CH3:21][CH2:22][N:23]=[C:24]=[N:25][CH2:26][CH2:27][CH2:28][N:29]([CH3:30])[CH3:31].[CH:1]([N:2]([CH2:3][CH3:4])[CH:5]([CH3:6])[CH3:7])([CH3:8])[CH3:9].[ClH:67].[F:10][c:11]1[c:12]([C:13](=[O:14])[OH:15])[cH:16][c:17]([F:20])[cH:18][cH:19]1.[O:42]=[C:43]([CH2:44][NH:45][C:46]([c:47]1[cH:48][cH:49][c:50]([NH:53][c:54]2[cH:55][cH:56][cH:57][cH:58][cH:59]2)[cH:51][cH:52]1)=[O:60])[N:61]1[CH2:62][CH2:63][NH:64][CH2:65][CH2:66]1.[O:68]=[CH:69][N:70]([CH3:71])[CH3:72].[OH2:73].[OH:32][n:33]1[c:34]2[c:35]([cH:36][cH:37][cH:38][cH:39]2)[n:40][n:41]1>>[F:10][c:11]1[c:12]([C:13](=[O:15])[N:64]2[CH2:63][CH2:62][N:61]([C:43](=[O:42])[CH2:44][NH:45][C:46]([c:47]3[cH:48][cH:49][c:50]([NH:53][c:54]4[cH:55][cH:56][cH:57][cH:58][cH:59]4)[cH:51][cH:52]3)=[O:60])[CH2:66][CH2:65]2)[cH:16][c:17]([F:20])[cH:18][cH:19]1. Starting materials: CCN=C=NCCCN(C)C, CCN(C(C)C)C(C)C, Cl, O=C(O)c1cc(F)ccc1F, O=C(NCC(=O)N1CCNCC1)c1ccc(Nc2ccccc2)cc1, CN(C)C=O, O, On1nnc2ccccc21. Yields the product O=C(NCC(=O)N1CCN(C(=O)c2cc(F)ccc2F)CC1)c1ccc(Nc2ccccc2)cc1. Reactants: CCOC(CC)CCCCCl, [Mg]. Product: CCOC(CC)CCCC[Mg+], [Cl-]. Reaction SMILES: [Cl:1][CH2:2][CH2:3][CH2:4][CH2:5][CH:6]([CH2:7][CH3:8])[O:9][CH2:10][CH3:11].[Mg:12]>>[CH2:2]([CH2:3][CH2:4][CH2:5][CH:6]([CH2:7][CH3:8])[O:9][CH2:10][CH3:11])[Mg+:12].[Cl-:1]. Reactants: C=CCBr, O=C1COc2ccccc2N1. Yields the product C=CCN1C(=O)COc2ccccc21. RXN SMILES: [Br:12][CH2:13][CH:14]=[CH2:15].[O:1]1[CH2:2][C:3](=[O:11])[NH:4][c:5]2[c:6]1[cH:7][cH:8][cH:9][cH:10]2>>[O:1]1[CH2:2][C:3](=[O:11])[N:4]([CH2:15][CH:14]=[CH2:13])[c:5]2[c:6]1[cH:7][cH:8][cH:9][cH:10]2. Starting materials: C1(=CC=CC=C1)P(C1=CC=CC=C1)C1=CC=CC=C1 (triphenylphosphine), N(=NC(=O)OCC)C(=O)OCC (diethyl azodicarboxylate), O=S1(CCN(CC1)CCCO)=O (3-(1,1-Dioxothiomorpholino)propan-1-ol), ClC1=CC=NC2=CC(=C(C=C12)C#N)O (4-chloro-6-cyano-7-hydroxyquinoline). The solvent is C(Cl)Cl (methylene chloride), C(Cl)Cl (methylene chloride). Reaction conditions: time 5 minute. Product: ClC1=CC=NC2=CC(=C(C=C12)C#N)OCCCN1CCS(CC1)(=O)=O (4-chloro-6-cyano-7-(3-(1,1-dioxothiomorpholino)propoxy)quinoline). Isolated yield 87.1%. Reaction SMILES: [O:1]=[S:2]1(=[O:12])[CH2:7][CH2:6][N:5]([CH2:8][CH2:9][CH2:10][OH:11])[CH2:4][CH2:3]1.[Cl:13][C:14]1[C:23]2[C:18](=[CH:19][C:20](O)=[C:21]([C:24]#[N:25])[CH:22]=2)[N:17]=[CH:16][CH:15]=1.C1(P(C2C=CC=CC=2)C2C=CC=CC=2)C=CC=CC=1.N(C(OCC)=O)=NC(OCC)=O>C(Cl)Cl>[Cl:13][C:14]1[C:23]2[C:18](=[CH:19][C:20]([O:11][CH2:10][CH2:9][CH2:8][N:5]3[CH2:6][CH2:7][S:2](=[O:1])(=[O:12])[CH2:3][CH2:4]3)=[C:21]([C:24]#[N:25])[CH:22]=2)[N:17]=[CH:16][CH:15]=1. Procedure: 3-(1,1-Dioxothiomorpholino)propan-1-ol (283 mg, 1.46 mmol) was added to a suspension of 4-chloro-6-cyano-7-hydroxyquinoline (200 mg, 0.97 mmol) in methylene chloride (30 ml), followed by the addition of triphenylphosphine (512 mg, 1.95 mmol) and a solution of diethyl azodicarboxylate (310 μl, 1.95 mmol) in methylene chloride (700 μl) in portions. After stirring for 5 minutes at ambient temperature, the volatiles were removed under vacuum. The residue was purified by column chromatography eluting... The reactants are [Br-], [Mg+]C1CC1, O=Cc1cccc(-c2ccn3nc(-c4ccc(Cl)cc4)cc3c2)c1, C1CCOC1. Product: OCC1(c2cccc(-c3ccn4nc(-c5ccc(Cl)cc5)cc4c3)c2)CC1. Reaction SMILES: [Br-:25].[CH:26]1([Mg+:27])[CH2:28][CH2:29]1.[Cl:1][c:2]1[cH:3][cH:4][c:5](-[c:8]2[n:9][n:10]3[c:11]([cH:12][c:13](-[c:16]4[cH:17][c:18]([CH:19]=[O:20])[cH:21][cH:22][cH:23]4)[cH:14][cH:15]3)[cH:24]2)[cH:6][cH:7]1.[O:30]1[CH2:31][CH2:32][CH2:33][CH2:34]1>>[Cl:1][c:2]1[cH:3][cH:4][c:5](-[c:8]2[n:9][n:10]3[c:11]([cH:12][c:13](-[c:16]4[cH:17][c:18]([C:33]5([CH2:34][OH:30])[CH2:31][CH2:32]5)[cH:21][cH:22][cH:23]4)[cH:14][cH:15]3)[cH:24]2)[cH:6][cH:7]1. Reactants: C(C)(C)(C)OC(=O)NCC1=NC=C(C2=CC(=CC(=C12)OC)OC)C(=O)O (1-(tert-butoxycarbonylamino-methyl)-6,8-dimethoxy-isoquinoline-4-carboxylic acid), C(C1=CC=CC=C1)NCCN(C)C (N'-benzyl-N,N-dimethyl-ethane-1,2-diamine). Yields the product C(C)(C)(C)OC(NCC1=NC=C(C2=CC(=CC(=C12)OC)OC)C(N(CCN(C)C)CC1=CC=CC=C1)=O)=O ({4-[benzyl-(2-dimethylamino-ethyl)-carbamoyl]-6,8-dimethoxy-isoquinolin-1-ylmethyl}-carbamic acid tert-butyl ester). RXN SMILES: [C:1]([O:5][C:6]([NH:8][CH2:9][C:10]1[C:19]2[C:14](=[CH:15][C:16]([O:22][CH3:23])=[CH:17][C:18]=2[O:20][CH3:21])[C:13]([C:24](O)=[O:25])=[CH:12][N:11]=1)=[O:7])([CH3:4])([CH3:3])[CH3:2].[CH2:27]([NH:34][CH2:35][CH2:36][N:37]([CH3:39])[CH3:38])[C:28]1[CH:33]=[CH:32][CH:31]=[CH:30][CH:29]=1>>[C:1]([O:5][C:6](=[O:7])[NH:8][CH2:9][C:10]1[C:19]2[C:14](=[CH:15][C:16]([O:22][CH3:23])=[CH:17][C:18]=2[O:20][CH3:21])[C:13]([C:24](=[O:25])[N:34]([CH2:27][C:28]2[CH:33]=[CH:32][CH:31]=[CH:30][CH:29]=2)[CH2:35][CH2:36][N:37]([CH3:39])[CH3:38])=[CH:12][N:11]=1)([CH3:2])([CH3:3])[CH3:4]. Reported procedure: As described in example 1E, 100 mg of 1-(tert-butoxycarbonylamino-methyl)-6,8-dimethoxy-isoquinoline-4-carboxylic acid was coupled with N'-benzyl-N,N-dimethyl-ethane-1,2-diamine to give 98 mg of {4-[benzyl-(2-dimethylamino-ethyl)-carbamoyl]-6,8-dimethoxy-isoquinolin-1-ylmethyl}-carbamic acid tert-butyl ester. MS: APCI (M+H) calc'd for C29H38H4O5+H 523.6; found 523.0.